This data is from the Open Reaction Database (ORD), a public repository of structured organic reaction records. The task is: describe an organic reaction: reactants, conditions, products, and yield Reactants: ClC=1C=C(C(=O)Cl)C=CC1Cl (3,4-dichlorobenzoyl chloride), ClC1=C(C=CC=C1)C1=NCC=2N(C3=C1C=C(S3)CC)C(=NN2)CC (4-(2-Chlorophenyl)-2,9-diethyl-6H-thieno[3,2-f] [1,2,4]triazolo[4,3-a] [1,4]diazepine), Cl (hydrochloric acid), C(O)([O-])=O.[Na+] (sodium hydrogencarbonate). The solvent is C(Cl)(Cl)Cl (Chloroform). Reaction conditions: temperature 60 celsius, time 8 hour. Yields the product ClC1=C(C(=O)C2=C(SC(=C2)CC)N2C(=NN=C2CC)CNC(C2=CC(=C(C=C2)Cl)Cl)=O)C=CC=C1 (N-(4-(3-(2-chlorobenzoyl)-5-ethylthiophen-2-yl)-5-ethyl[1,2,4]triazol-3-ylmethyl)-3,4-dichlorobenzamide). RXN SMILES: [Cl:1][C:2]1[CH:7]=[CH:6][CH:5]=[CH:4][C:3]=1[C:8]1[C:14]2[CH:15]=[C:16]([CH2:18][CH3:19])[S:17][C:13]=2[N:12]2[C:20]([CH2:23][CH3:24])=[N:21][N:22]=[C:11]2[CH2:10][N:9]=1.Cl.C(=O)([O-])[OH:27].[Na+].[Cl:31][C:32]1[CH:33]=[C:34]([CH:38]=[CH:39][C:40]=1[Cl:41])[C:35](Cl)=[O:36]>C(Cl)(Cl)Cl>[Cl:1][C:2]1[CH:7]=[CH:6][CH:5]=[CH:4][C:3]=1[C:8]([C:14]1[CH:15]=[C:16]([CH2:18][CH3:19])[S:17][C:13]=1[N:12]1[C:20]([CH2:23][CH3:24])=[N:21][N:22]=[C:11]1[CH2:10][NH:9][C:35](=[O:36])[C:34]1[CH:38]=[CH:39][C:40]([Cl:41])=[C:32]([Cl:31])[CH:33]=1)=[O:27] |f:2.3|. Procedure: 4-(2-Chlorophenyl)-2,9-diethyl-6H-thieno[3,2-f] [1,2,4]triazolo[4,3-a] [1,4]diazepine (1.8 g) was added to 2.5% hydrochloric acid (35 ml), and the mixture was stirred at 60° C. overnight. Then, sodium hydrogencarbonate was added to the reaction mixture to make the mixture alkaline. Chloroform (40 ml) and 3,4-dichlorobenzoyl chloride (1.15 g) were added, and the mixture was stirred at room temperature for 2 hours. Then, the organic layer was washed with an aqueous citric acid solution and saturat...